The task is: describe an organic reaction: reactants, conditions, products, and yield. This data is from the Open Reaction Database (ORD), a public repository of structured organic reaction records. Run in CO (MeOH). RXN SMILES: C([N:8]1[CH2:13][CH2:12][CH:11]([N:14]2[C:18]3[CH:19]=[CH:20][CH:21]=[CH:22][C:17]=3[N:16]=[C:15]2[CH3:23])[CH2:10][CH2:9]1)C1C=CC=CC=1.C([O-])=O.[NH4+]>[Pd].CO>[NH:8]1[CH2:9][CH2:10][CH:11]([N:14]2[C:18]3[CH:19]=[CH:20][CH:21]=[CH:22][C:17]=3[N:16]=[C:15]2[CH3:23])[CH2:12][CH2:13]1 |f:1.2|. The product is N1CCC(CC1)N1C(=NC2=C1C=CC=C2)C (1-Piperidin-4-yl-2-methyl-1-H-benzoimidazole). Reported procedure: The title compound was prepared from 120 mg of 1-(1-benzyl-piperidin-4-yl)-1-H-benzoimidazole (from Step A), 100 mg of 10% palladium on carbon and 100 mg of ammonium formate in 5 mL of MeOH using a procedure analogous to that described in Example 95, Step C to provide 70 mg of the title compound as a solid. Reactants: C(C1=CC=CC=C1)N1CCC(CC1)N1C(=NC2=C1C=CC=C2)C (1-(1-Benzyl-piperidin-4-yl)-2-methyl-1-H-benzoimidazole), C(=O)[O-].[NH4+] (ammonium formate). Reagents/catalysts: [Pd] (palladium on carbon). Isolated yield 82.8%. Reactants: CO, [H][H], CCC(C)(C)Cc1cn(C(c2ccccc2)(c2ccccc2)c2ccccc2)c(CC(N=[N+]=[N-])c2ccc(-c3ccc(F)cn3)cc2)n1. Yields the product CCC(C)(C)Cc1cn(C(c2ccccc2)(c2ccccc2)c2ccccc2)c(CC(N)c2ccc(-c3ccc(F)cn3)cc2)n1. As a reaction SMILES: [CH3:51][OH:52].[H:49][H:50].[N:1](=[N+:2]=[N-:3])[CH:4]([CH2:5][c:6]1[n:7]([C:17]([c:18]2[cH:19][cH:20][cH:21][cH:22][cH:23]2)([c:24]2[cH:25][cH:26][cH:27][cH:28][cH:29]2)[c:30]2[cH:31][cH:32][cH:33][cH:34][cH:35]2)[cH:8][c:9]([CH2:11][C:12]([CH2:13][CH3:14])([CH3:15])[CH3:16])[n:10]1)[c:36]1[cH:37][cH:38][c:39](-[c:42]2[n:43][cH:44][c:45]([F:48])[cH:46][cH:47]2)[cH:40][cH:41]1>>[NH2:1][CH:4]([CH2:5][c:6]1[n:7]([C:17]([c:18]2[cH:19][cH:20][cH:21][cH:22][cH:23]2)([c:24]2[cH:25][cH:26][cH:27][cH:28][cH:29]2)[c:30]2[cH:31][cH:32][cH:33][cH:34][cH:35]2)[cH:8][c:9]([CH2:11][C:12]([CH2:13][CH3:14])([CH3:15])[CH3:16])[n:10]1)[c:36]1[cH:37][cH:38][c:39](-[c:42]2[n:43][cH:44][c:45]([F:48])[cH:46][cH:47]2)[cH:40][cH:41]1. The reactants are CCO, COc1ccccc1C=O, CCOC(=O)CN=[N+]=[N-], [Na]. Yields the product CCOC(=O)C(=Cc1ccccc1OC)N=[N+]=[N-]. As a reaction SMILES: [CH3:21][CH2:22][OH:23].[CH3:2][O:3][c:4]1[c:5]([CH:6]=[O:7])[cH:8][cH:9][cH:10][cH:11]1.[N:12](=[N+:13]=[N-:14])[CH2:15][C:16](=[O:17])[O:18][CH2:19][CH3:20].[Na:1]>>[CH3:2][O:3][c:4]1[c:5]([CH:6]=[C:15]([N:12]=[N+:13]=[N-:14])[C:16](=[O:17])[O:18][CH2:19][CH3:20])[cH:8][cH:9][cH:10][cH:11]1. Reactants: C[N+]1(CCOCC1)[O-] (4-methylmorpholine N-oxide), potassium osmate dihydrate, ClC=1C=C(C=CC1)C=1N=C(C2=C(N1)CCC2)NC2=CC=C(C=C2)C=C (2-(3-chlorophenyl)-N-(4-vinylphenyl)-6,7-dihydro-5H-cyclopenta[d]pyrimidin-4-amine), CC(=O)C (acetone). Run in O (water). Reaction conditions: time 16 hour. Product: ClC=1C=C(C=CC1)C=1N=C(C2=C(N1)CCC2)NC2=CC=C(C=C2)C(CO)O (1-(4-((2-(3-Chlorophenyl)-6,7-dihydro-5H-cyclopenta[d]pyrimidin-4-yl)amino)phenyl)ethane-1,2-diol). The yield is 58.0%. As a reaction SMILES: [Cl:1][C:2]1[CH:3]=[C:4]([C:8]2[N:9]=[C:10]([NH:17][C:18]3[CH:23]=[CH:22]C(C=C)=[CH:20][CH:19]=3)[C:11]3[CH2:16][CH2:15][CH2:14][C:12]=3[N:13]=2)[CH:5]=[CH:6][CH:7]=1.C[N+]1([O-])CC[O:30]CC1.[CH3:34][C:35]([CH3:37])=[O:36]>O>[Cl:1][C:2]1[CH:3]=[C:4]([C:8]2[N:9]=[C:10]([NH:17][C:18]3[CH:23]=[CH:22][C:34]([CH:35]([OH:36])[CH2:37][OH:30])=[CH:20][CH:19]=3)[C:11]3[CH2:16][CH2:15][CH2:14][C:12]=3[N:13]=2)[CH:5]=[CH:6][CH:7]=1. Procedure details: To a suspension of 2-(3-chlorophenyl)-N-(4-vinylphenyl)-6,7-dihydro-5H-cyclopenta[d]pyrimidin-4-amine (0.098 g, 0.28 mmol) in acetone (10 mL) and water (5 mL) was added 4-methylmorpholine N-oxide (0.183 g, 1.4 mmol) and potassium osmate dihydrate (0.002 g, 0.0056 mmol). The mixture was stirred at rt for 16 h. After this time, the reaction mixture was absorbed onto silica and purified by column chromatography (silica, hexanes/ethyl acetate) to afford the title compound (0.063 g, 58%) as a light b... Starting materials: N-Aryl-benzenesulfonamides, NC1=C(C=C(C=C1)Cl)C(=O)C=1C=NC(=CC1)C ((2-Amino-5-chloro-phenyl)-(6-methyl-pyridin-3-yl)-methanone), O1C=NC=C1C1=CC=C(C=C1)S(=O)(=O)Cl (4-oxazol-5-yl-benzenesulfonyl chloride). Yields the product ClC1=CC(=C(C=C1)NS(=O)(=O)C1=CC=C(C=C1)C1=CN=CO1)C(=O)C=1C=NC(=CC1)C (N-[4-Chloro-2-(6-methyl-pyridine-3-carbonyl)-phenyl]-4-oxazol-5-yl-benzenesulfonamide). As a reaction SMILES: [NH2:1][C:2]1[CH:7]=[CH:6][C:5]([Cl:8])=[CH:4][C:3]=1[C:9]([C:11]1[CH:12]=[N:13][C:14]([CH3:17])=[CH:15][CH:16]=1)=[O:10].[O:18]1[C:22]([C:23]2[CH:28]=[CH:27][C:26]([S:29](Cl)(=[O:31])=[O:30])=[CH:25][CH:24]=2)=[CH:21][N:20]=[CH:19]1>>[Cl:8][C:5]1[CH:6]=[CH:7][C:2]([NH:1][S:29]([C:26]2[CH:27]=[CH:28][C:23]([C:22]3[O:18][CH:19]=[N:20][CH:21]=3)=[CH:24][CH:25]=2)(=[O:30])=[O:31])=[C:3]([C:9]([C:11]2[CH:12]=[N:13][C:14]([CH3:17])=[CH:15][CH:16]=2)=[O:10])[CH:4]=1. Procedure: The title compound was prepared according to the general procedure for the synthesis of N-Aryl-benzenesulfonamides previously described using 123 mg of (2-Amino-5-chloro-phenyl)-(6-methyl-pyridin-3-yl)-methanone and 122 mg of 4-oxazol-5-yl-benzenesulfonyl chloride. 1H-NMR (400 MHz, CDCl3): δ 2.63 (s, 3H), 7.33 (m, 2H), 7.37 (s, 1H), 7.56 (m, 3H), 7.67-7.3 (m, 3H), 7.94 (m, 1H), 7.97 (s, 1H), 8.52 (b, 1H), 9.45 (s, 1H). MS: m/z 454.1 (M++1). Starting materials: ammonium hydrozide, Cl.Cl.NC1=C(N)C=C(C(=C1)Cl)S(N)(=O)=O (2-amino-4-chloro-5-sulfamylaniline dihydrochloride), C12(CC3CC(CC(C1)C3)C2)C(=O)O (1-adamantanecarboxylic acid), C (charcoal). The solvent is CO (methanol), CO (methanol). Reaction conditions: time 5 minute. Yields the product O.C12C(C3CC(CC(C1)C3)C2)C2=NC3=C(N2)C=C(C(=C3)Cl)S(N)(=O)=O.C32C(C1CC(CC(C3)C1)C2)C2=NC1=C(N2)C=C(C(=C1)Cl)S(N)(=O)=O (2-(2-Adamantanyl)-5-Chloro-6-Sulfamyl-1H-Benzimidazole Hemihydrate). RXN SMILES: Cl.Cl.[NH2:3][C:4]1[CH:10]=[C:9]([Cl:11])[C:8]([S:12](=[O:15])(=[O:14])[NH2:13])=[CH:7][C:5]=1[NH2:6].[C:16]12(C(O)=O)[CH2:25][CH:20]3[CH2:21][CH:22]([CH2:24][CH:18]([CH2:19]3)[CH2:17]1)[CH2:23]2.[CH4:29]>CO>[OH2:14].[CH:16]12[CH2:17][CH:18]3[CH2:19][CH:20]([CH2:21][CH:22]([CH2:24]3)[CH:23]1[C:29]1[NH:6][C:5]3[CH:7]=[C:8]([S:12](=[O:14])(=[O:15])[NH2:13])[C:9]([Cl:11])=[CH:10][C:4]=3[N:3]=1)[CH2:25]2.[CH:16]12[CH2:17][CH:18]3[CH2:19][CH:20]([CH2:21][CH:22]([CH2:24]3)[CH:23]1[C:29]1[NH:6][C:5]3[CH:7]=[C:8]([S:12](=[O:14])(=[O:15])[NH2:13])[C:9]([Cl:11])=[CH:10][C:4]=3[N:3]=1)[CH2:25]2 |f:0.1.2,6.7.8|. Procedure details: A mixture of 2.95 g of 2-amino-4-chloro-5-sulfamylaniline dihydrochloride and 2.70 g of 1-adamantanecarboxylic acid was ground together and heated at 190°-200° for 5 hours. The dark solid was dissolved in 500 ml of methanol, the methanol brought to a boil, charcoal added, boiling continued for five minutes, and the suspension then filtered through two sheets of filter paper, and then through Celite. Concentration in vacuo provided a solid which was then added to 100 ml of concentrated ammonium h... Starting materials: S(=O)(Cl)Cl (Thionyl chloride), C(C)OC=1C(=NC=CC1)CO (3-ethoxy-2-hydroxymethylpyridine). The solvent is C(Cl)(Cl)Cl (chloroform). The product is Cl.ClCC1=NC=CC=C1OCC (2-chloromethyl-3-ethoxypyridine hydrochloride). As a reaction SMILES: S(Cl)([Cl:3])=O.[CH2:5]([O:7][C:8]1[C:9]([CH2:14]O)=[N:10][CH:11]=[CH:12][CH:13]=1)[CH3:6]>C(Cl)(Cl)Cl>[ClH:3].[Cl:3][CH2:14][C:9]1[C:8]([O:7][CH2:5][CH3:6])=[CH:13][CH:12]=[CH:11][N:10]=1 |f:3.4|. Reported procedure: Thionyl chloride (8 cc) was added over 8 minutes to a stirred solution of 3-ethoxy-2-hydroxymethylpyridine (5.6 g) in chloroform (60 cc) at room temperature. After 11/2 hrs the mixture was evaporated to dryness and the residue was recrystallised from 0.16 M ethanolic hydrogen chloride/diethyl ether (1:1) to give 2-chloromethyl-3-ethoxypyridine hydrochloride (6.5 g) m.p. 176°-179.5°. (decomp.). Starting materials: C(N)(OC12CC3CC(CC(C1)C3)C2)=O (Tricyclo[3.3.1.13,7]dec-1-yl carbamate), IC1=C(C(=CC=C1)CC(=O)[O-])CC(=O)[O-] (iodobenzenediacetate), [O-2].[Mg+2] (magnesium oxide). Reagents/catalysts: CC(=O)O.CC(=O)O.CC(=O)O.CC(=O)O.[Rh].[Rh] (rhodium (II) acetate dimer). Solvent: ClCCl (dichloromethane). The product is C123OC(NC1C1CC(CC(C2)C1)C3)=O (2-Oxa-4-azatetracyclo[6.3.1.16,10.01,5]tridecan-3-one). Yield: 77.0%. As a reaction SMILES: [C:1](=[O:14])([O:3][C:4]12[CH2:13][CH:8]3[CH2:9][CH:10]([CH2:12][CH:6]([CH2:7]3)[CH2:5]1)[CH2:11]2)[NH2:2].IC1C=CC=C(CC([O-])=O)C=1CC([O-])=O.[O-2].[Mg+2]>ClCCl.CC(O)=O.CC(O)=O.CC(O)=O.CC(O)=O.[Rh].[Rh]>[C:4]123[CH2:5][CH:6]4[CH2:12][CH:10]([CH2:9][CH:8]([CH2:7]4)[CH:13]1[NH:2][C:1](=[O:14])[O:3]2)[CH2:11]3 |f:2.3,5.6.7.8.9.10|. Procedure details: Tricyclo[3.3.1.13,7]dec-1-yl carbamate (100 mg, 0.512 mmol), iodobenzenediacetate (220 mg, 0.683 mmol), magnesium oxide (50 mg, 1.24 mmol) and rhodium (II) acetate dimer (22 mg, 0.050 mmol) were stirred in dichloromethane (3 mL) at 50° C. for 5 hours. After completion of the reaction, the reaction solution was filtered, and the solid was washed with chloroform and the filtrate was evaporated under reduced pressure. The resulting residue was purified by silica gel column chromatography (hexane/et...